Dataset: the Open Reaction Database (ORD), a public repository of structured organic reaction records. Task: describe an organic reaction: reactants, conditions, products, and yield Starting materials: CN(C)C=O, ClCC1CO1, [H-], [Na+], O=c1[nH]cc(-c2ccccc2)c2ccccc12. Product: O=c1c2ccccc2c(-c2ccccc2)cn1CC1CO1. RXN SMILES: [CH3:25][N:26]([CH3:27])[CH:28]=[O:29].[Cl:18][CH2:19][CH:20]1[CH2:21][O:22]1.[H-:23].[Na+:24].[c:1]1(-[c:7]2[cH:8][nH:9][c:10](=[O:17])[c:11]3[cH:12][cH:13][cH:14][cH:15][c:16]23)[cH:2][cH:3][cH:4][cH:5][cH:6]1>>[c:1]1(-[c:7]2[cH:8][n:9]([CH2:19][CH:20]3[CH2:21][O:22]3)[c:10](=[O:17])[c:11]3[cH:12][cH:13][cH:14][cH:15][c:16]23)[cH:2][cH:3][cH:4][cH:5][cH:6]1. The reactants are NC=1C(=NC=NC1Cl)N[C@@H]1C=C[C@@H](C1)CO.ClC1=C2N=CN(C2=NC=N1)[C@@H]1C=C[C@@H](C1)CO ((1R,4S)-4-(6-Chloro-9H-purin-9-yl)-2-cyclopentene-1-methanol (1R,4S)-4-[(5-Amino-6-chloro-4-pyrimidinyl)amino]-2-cyclopentene-1-methanol), Cl (hydrochloric acid). The solvent is C(C)OC(OCC)OCC (triethylorthoformate). Product: NC1=C2N=CN(C2=NC=N1)[C@@H]1C=C[C@@H](C1)CO ((+)-(1R,4S)-4-(6-Amino-9H-purin-9-yl)-2-cyclopentene-1-methanol). Reaction SMILES: [NH2:1]C1C(N[C@H]2C[C@@H](CO)C=C2)=NC=NC=1Cl.Cl[C:18]1[N:26]=[CH:25][N:24]=[C:23]2[C:19]=1[N:20]=[CH:21][N:22]2[C@H:27]1[CH2:31][C@@H:30]([CH2:32][OH:33])[CH:29]=[CH:28]1.Cl>C(OC(OCC)OCC)C>[NH2:1][C:18]1[N:26]=[CH:25][N:24]=[C:23]2[C:19]=1[N:20]=[CH:21][N:22]2[C@H:27]1[CH2:31][C@@H:30]([CH2:32][OH:33])[CH:29]=[CH:28]1 |f:0.1|. Procedure: (1R,4S)-4-(6-Chloro-9H-purin-9-yl)-2-cyclopentene-1-methanol (1R,4S)-4-[(5-Amino-6-chloro-4-pyrimidinyl)amino]-2-cyclopentene-1-methanol (from part d of this example, 9.63 g, 40.0 mmol), triethylorthoformate (150 mL), and concentrated hydrochloric acid (14 mL) were stirred for 3 hours. Volatiles were evaporated and the residual solid was partitioned between chloroform (300 mL) and saturated aqueous sodium carbonate (100 mL). The aqueous layer was extracted with chloroform (2×100 mL). The combine... Starting materials: C[Si](C)(C)[N-][Si](C)(C)C, [Cl-], CCOC(=O)Cl, CC(c1ccccc1)N1CC(CF)CC1=O, [Li+], [NH4+], C1CCOC1. Product: CCOC(=O)C1C(=O)N(C(C)c2ccccc2)CC1CF. As a reaction SMILES: [CH3:23][Si:24]([N-:25][Si:26]([CH3:27])([CH3:28])[CH3:29])([CH3:30])[CH3:31].[Cl-:33].[Cl:17][C:18](=[O:19])[O:20][CH2:21][CH3:22].[F:1][CH2:2][CH:3]1[CH2:4][C:5](=[O:16])[N:6]([CH:8]([CH3:9])[c:10]2[cH:11][cH:12][cH:13][cH:14][cH:15]2)[CH2:7]1.[Li+:32].[NH4+:34].[O:35]1[CH2:36][CH2:37][CH2:38][CH2:39]1>>[F:1][CH2:2][CH:3]1[CH:4]([C:18](=[O:19])[O:20][CH2:21][CH3:22])[C:5](=[O:16])[N:6]([CH:8]([CH3:9])[c:10]2[cH:11][cH:12][cH:13][cH:14][cH:15]2)[CH2:7]1. Starting materials: COC(=O)C(=O)OC, CC(=O)c1ccccc1. Product: COC(=O)C(=O)CC(=O)c1ccccc1. As a reaction SMILES: [C:10]([C:11](=[O:12])[O:13][CH3:14])(=[O:15])[O:16][CH3:17].[CH3:1][C:2](=[O:3])[c:4]1[cH:5][cH:6][cH:7][cH:8][cH:9]1>>[CH2:1]([C:2](=[O:3])[c:4]1[cH:5][cH:6][cH:7][cH:8][cH:9]1)[C:10]([C:11](=[O:12])[O:13][CH3:14])=[O:15]. Reactants: [Br-], CC(=O)c1ccccc1Br, O=C([O-])[O-], CC(=O)[O-], CC(=O)[O-], CCCC[N+](CCCC)(CCCC)CCCC, CCOC(C)=O, OB(O)c1ccc(F)cc1F, [K+], [K+], O, [Pd+2]. Product: CC(=O)c1ccccc1-c1ccc(F)cc1F. Reaction SMILES: [Br-:29].[Br:19][c:20]1[c:21]([C:26]([CH3:27])=[O:28])[cH:22][cH:23][cH:24][cH:25]1.[C:12](=[O:13])([O-:14])[O-:15].[C:47]([O-:48])(=[O:49])[CH3:50].[C:52]([O-:53])(=[O:54])[CH3:55].[CH3:30][CH2:31][CH2:32][CH2:33][N+:34]([CH2:35][CH2:36][CH2:37][CH3:38])([CH2:39][CH2:40][CH2:41][CH3:42])[CH2:43][CH2:44][CH2:45][CH3:46].[CH3:56][CH2:57][O:58][C:59](=[O:60])[CH3:61].[F:1][c:2]1[c:3]([B:9]([OH:10])[OH:11])[cH:4][cH:5][c:6]([F:8])[cH:7]1.[K+:16].[K+:17].[OH2:18].[Pd+2:51]>>[F:1][c:2]1[c:3](-[c:20]2[c:21]([C:26]([CH3:27])=[O:28])[cH:22][cH:23][cH:24][cH:25]2)[cH:4][cH:5][c:6]([F:8])[cH:7]1.